Task: describe an organic reaction: reactants, conditions, products, and yield. Dataset: the Open Reaction Database (ORD), a public repository of structured organic reaction records Starting materials: FC1=CC(=C(C=C1)C=1C2=C(N=C(N1)S(=O)(=O)C)N(C(C=C2)=O)C2=C(C=CC=C2)C)C (4-(4-fluoro-2-methyl-phenyl)-2-methanesulfonyl-8-ortho-tolyl-8H-pyrido[2,3-d]pyrimidin-7-one), C(O)CN (ethanolamine), CN1CCCC1=O (NMP), O (H2O). Run in CCOC(=O)C (EtOAc). Yields the product FC1=CC(=C(C=C1)C=1C2=C(N=C(N1)NCCO)N(C(C=C2)=O)C2=C(C=CC=C2)C)C (4-(4-Fluoro-2-methyl-phenyl)-2-(2-hydroxy-ethylamino)-8-o-tolyl-8H-pyrido[2,3-d]pyrimidin-7-one), FC1=CC(=C(C=C1)C=1C2=C(N=C(N1)NC(CO)CO)N(C(C=C2)=O)C2=C(C=CC=C2)C)C (4-(4-fluoro-2-methyl-phenyl)-2-(2-hydroxy-1-hydroxymethyl-ethylamino)-8-ortho-tolyl-8H-pyrido[2,3-d]pyrimidin-7-one). Isolated yield 88.0%. RXN SMILES: [F:1][C:2]1[CH:7]=[CH:6][C:5]([C:8]2[C:9]3[CH:21]=[CH:20][C:19](=[O:22])[N:18]([C:23]4[CH:28]=[CH:27][CH:26]=[CH:25][C:24]=4[CH3:29])[C:10]=3[N:11]=[C:12](S(C)(=O)=O)[N:13]=2)=[C:4]([CH3:30])[CH:3]=1.[CH2:31]([CH2:33][NH2:34])[OH:32].O.CN1[C:41](=[O:42])CCC1>CCOC(C)=O>[F:1][C:2]1[CH:7]=[CH:6][C:5]([C:8]2[C:9]3[CH:21]=[CH:20][C:19](=[O:22])[N:18]([C:23]4[CH:28]=[CH:27][CH:26]=[CH:25][C:24]=4[CH3:29])[C:10]=3[N:11]=[C:12]([NH:34][CH2:33][CH2:31][OH:32])[N:13]=2)=[C:4]([CH3:30])[CH:3]=1.[F:1][C:2]1[CH:7]=[CH:6][C:5]([C:8]2[C:9]3[CH:21]=[CH:20][C:19](=[O:22])[N:18]([C:23]4[CH:28]=[CH:27][CH:26]=[CH:25][C:24]=4[CH3:29])[C:10]=3[N:11]=[C:12]([NH:34][CH:33]([CH2:41][OH:42])[CH2:31][OH:32])[N:13]=2)=[C:4]([CH3:30])[CH:3]=1. Reported procedure: The product of Example 121 (400 mg, 0.95 mmol) and ethanolamine (0.29 mL, 4.73 mmol) in NMP (2 mL) was stirred at 23° for 1 h. The mixture was diluted with EtOAc, washed with H2O, the organic phase was separated, EtOAc was removed in vacuo and the residue was purified by Flash chromatography on silica gel, eluting with EtOAc/hexane/triethylamine (50/50/2, v/v/v), followed by evaporation of solvent to afford a gummy residue. Trituration with H2O, gave the title compound compound 4-(4-fluoro-2-met... Starting materials: C(CCCCCCCCC)OC=1C=C(C=C(C1)OCCCCCCCCCC)N1CC(OC(C1)=O)=O (4-[3,5-bis(decyloxy)phenyl]2,6-morpholinedione), C(C)N(CCO)CC (N,N-diethylethanolamine), C(Cl)Cl (methylene chloride). The product is Cl.C(C)N(CCOC(CN(CC(=O)O)C1=CC(=CC(=C1)OCCCCCCCCCC)OCCCCCCCCCC)=O)CC (N-(2-diethylaminoethoxy-2-oxoethyl)-N-[3,5-bis(decyloxy)phenyl]glycine monohydrochloride salt). Isolated yield 82.0%. As a reaction SMILES: [CH2:1]([O:11][C:12]1[CH:13]=[C:14]([N:29]2[CH2:34][C:33](=[O:35])[O:32][C:31](=[O:36])[CH2:30]2)[CH:15]=[C:16]([O:18][CH2:19][CH2:20][CH2:21][CH2:22][CH2:23][CH2:24][CH2:25][CH2:26][CH2:27][CH3:28])[CH:17]=1)[CH2:2][CH2:3][CH2:4][CH2:5][CH2:6][CH2:7][CH2:8][CH2:9][CH3:10].[CH2:37]([N:39]([CH2:43][CH3:44])[CH2:40][CH2:41][OH:42])[CH3:38].C(Cl)[Cl:46]>>[ClH:46].[CH2:37]([N:39]([CH2:43][CH3:44])[CH2:40][CH2:41][O:42][C:33](=[O:35])[CH2:34][N:29]([C:14]1[CH:15]=[C:16]([O:18][CH2:19][CH2:20][CH2:21][CH2:22][CH2:23][CH2:24][CH2:25][CH2:26][CH2:27][CH3:28])[CH:17]=[C:12]([O:11][CH2:1][CH2:2][CH2:3][CH2:4][CH2:5][CH2:6][CH2:7][CH2:8][CH2:9][CH3:10])[CH:13]=1)[CH2:30][C:31]([OH:36])=[O:32])[CH3:38] |f:3.4|. Reported procedure: A solution of 0.43 g (0.85 mmol) of 4-[3,5-bis(decyloxy)phenyl]2,6-morpholinedione and 0.23 ml (1.71 mmol) of N,N-diethylethanolamine in 40 ml of methylene chloride was kept at room temperature for 3.5 days. The solvent was removed at reduced pressure and the residue was dissolved in ethyl acetate. The extract was washed with water and then with 0.5N HCl, dried and concentrated at reduced pressure to a yellow foam which was dissolved in ether and cooled. Filtration gave 0.46 g (82% yield, mp 89°... Reactants: C1CCNCC1, Cc1nccn1-c1cccc(Nc2ccn3ncc(C=O)c3n2)c1, CCO, CN(C)C=O, O=C1CSC(=O)N1. The product is Cc1nccn1-c1cccc(Nc2ccn3ncc(C=C4SC(=O)NC4=O)c3n2)c1. RXN SMILES: [CH2:32]1[CH2:33][CH2:34][NH:35][CH2:36][CH2:37]1.[CH3:1][c:2]1[n:3](-[c:7]2[cH:8][c:9]([NH:13][c:14]3[n:15][c:16]4[n:17]([cH:18][cH:19]3)[n:20][cH:21][c:22]4[CH:23]=[O:24])[cH:10][cH:11][cH:12]2)[cH:4][cH:5][n:6]1.[CH3:38][CH2:39][OH:40].[O:41]=[CH:42][N:43]([CH3:44])[CH3:45].[S:25]1[C:26](=[O:31])[NH:27][C:28](=[O:30])[CH2:29]1>>[CH3:1][c:2]1[n:3](-[c:7]2[cH:8][c:9]([NH:13][c:14]3[n:15][c:16]4[n:17]([cH:18][cH:19]3)[n:20][cH:21][c:22]4[CH:23]=[C:29]3[S:25][C:26](=[O:31])[NH:27][C:28]3=[O:30])[cH:10][cH:11][cH:12]2)[cH:4][cH:5][n:6]1. Reactants: [BH4-].[Na+] (sodium borohydride), ClCC(=O)C=1C=NC(=CC1)N1C(=CC=C1C)C (2-Chloro-1-[6-(2,5-dimethylpyrrol-1-yl)pyridin-3-yl]ethanone), [OH-].[Na+] (NaOH). Solvent: C1CCOC1 (THF). Conditions: temperature 0 celsius, time 2 hour. The product is CC=1N(C(=CC1)C)C1=NC=C(C=C1)C1OC1 (2-(2,5-dimethylpyrrol-1-yl)-5-oxiranylpyridine). Yield: 77.8%. Reaction SMILES: Cl[CH2:2][C:3]([C:5]1[CH:6]=[N:7][C:8]([N:11]2[C:15]([CH3:16])=[CH:14][CH:13]=[C:12]2[CH3:17])=[CH:9][CH:10]=1)=[O:4].[BH4-].[Na+].[OH-].[Na+]>C1COCC1>[CH3:17][C:12]1[N:11]([C:8]2[CH:9]=[CH:10][C:5]([CH:3]3[CH2:2][O:4]3)=[CH:6][N:7]=2)[C:15]([CH3:16])=[CH:14][CH:13]=1 |f:1.2,3.4|. Procedure details: To the ketone from example 39 (1.34 g, 5.4 mmol) dissolved in dry THF (20 ml), cooled to 0° C., was added sodium borohydride (308 mg, 8.1 mmol) portionwise. The reaction mixture was stirred for 2 hours then 3M NaOH (aq) (10 ml) was added and stirring continued for a further 16 hours. The reaction mixture was extracted with ethyl acetate (2×20 ml) and the combined organic extracts washed with brine (5 ml), dried over anhydrous magnesium sulphate, filtered and concentrated in vacuo. The residue wa... Starting materials: CCc1[nH]n(C2CCCC2)c2nc(S(C)(=O)=O)nc(=O)c1-2, [H-], [Na+], O, Oc1ccccc1. Product: CCc1[nH]n(C2CCCC2)c2nc(Oc3ccccc3)nc(=O)c1-2. As a reaction SMILES: [CH:1]1([n:6]2[nH:7][c:8]([CH2:20][CH3:21])[c:9]3[c:14](=[O:15])[n:13][c:12]([S:16]([CH3:17])(=[O:18])=[O:19])[n:11][c:10]2-3)[CH2:2][CH2:3][CH2:4][CH2:5]1.[H-:30].[Na+:29].[OH2:31].[OH:22][c:23]1[cH:24][cH:25][cH:26][cH:27][cH:28]1>>[CH:1]1([n:6]2[nH:7][c:8]([CH2:20][CH3:21])[c:9]3[c:14](=[O:15])[n:13][c:12]([O:22][c:23]4[cH:24][cH:25][cH:26][cH:27][cH:28]4)[n:11][c:10]2-3)[CH2:2][CH2:3][CH2:4][CH2:5]1.